This data is from the Open Reaction Database (ORD), a public repository of structured organic reaction records. The task is: describe an organic reaction: reactants, conditions, products, and yield Reactants: CCOCC (ether), ice, O.O.Cl[Sn]Cl (SnCl2.2H2O), [OH-].[Na+] (NaOH), [OH-].[Na+] (NaOH), N(=O)[O-].[Na+] (sodium nitrite), BrC=1C=CC(=C(N)C1)C (5-bromo-2-methylaniline). The solvent is Cl (HCl), Cl (HCl), O (water), O (water), Cl (HCl). Conditions: temperature 0 celsius, time 1 hour. Product: Cl.BrC=1C=CC(=C(C1)NN)C (5-Bromo-2-methylphenylhydrazine Hydrochloride). Yield: 74.6%. As a reaction SMILES: [Br:1][C:2]1[CH:3]=[CH:4][C:5]([CH3:9])=[C:6]([CH:8]=1)[NH2:7].[N:10]([O-])=O.[Na+].O.O.[Cl:16][Sn]Cl.[OH-].[Na+].CCOCC>Cl.O>[ClH:16].[Br:1][C:2]1[CH:3]=[CH:4][C:5]([CH3:9])=[C:6]([NH:7][NH2:10])[CH:8]=1 |f:1.2,3.4.5,6.7,11.12|. Procedure: To a suspension of 5-bromo-2-methylaniline (4.80 g, 25.8 mmol) in concentrated HCl (16 mL) was added dropwise a solution of sodium nitrite (1.96 g, 28.4 mmol) in water (10 mL) over 30 minutes at 0° C. To the mixture was added dropwise a solution of SnCl2.2H2O (17.46 g, 77.4 mmol) in concentrated HCl (15 mL) over 50 minutes. After stirring for 1 hour at 0° C., the reaction mixture was basified with 50% NaOH (30 mL). The mixture was further diluted with water (20 mL) and treated with another 50% N... The reactants are dinitrile, RuHCl(H2)(PCy3)2, C(CCCCCCCCCCC#N)#N (dodecanedinitrile), O (water). Run in C1(=CC=CC=C1)C (toluene). Run at temperature 80 celsius, time 22 hour. Product: C(CCCCCCCCCCCN)N (1,12-dodecanediamine). Yield: 85.0%. As a reaction SMILES: [C:1](#[N:14])[CH2:2][CH2:3][CH2:4][CH2:5][CH2:6][CH2:7][CH2:8][CH2:9][CH2:10][CH2:11][C:12]#[N:13].O>C1(C)C=CC=CC=1>[CH2:12]([NH2:13])[CH2:11][CH2:10][CH2:9][CH2:8][CH2:7][CH2:6][CH2:5][CH2:4][CH2:3][CH2:2][CH2:1][NH2:14]. Procedure: A mixture of 0.059 mmol RuHCl(H2)(PCy3)2, 2.87 mmol dodecanedinitrile, 5 mL water and 35 mL toluene was stirred in a Fisher-Porter tube at 80° C. under 860 kPa H2. After 22 hours, gc analysis showed that the dinitrile was completely converted and the product, 1,12-dodecanediamine, formed in 85% yield. Starting materials: [H-].[Na+] (Sodium hydride), CC1=NN=C2N1C1=C(C=C2)NC(=C1)C (1,7-dimethyl-6H-pyrrolo[2,3-e][1,2,4]triazolo[4,3-a]pyridine), BrCCC1=CC=CC=C1 (1-bromo-2-phenylethane), [H-].[Na+] (sodium hydride), BrCCC1=CC=CC=C1 (1-bromo-2-phenylethane). Solvent: O (water), CO (MeOH), CN(C)C=O (DMF). Run at time 10 minute. The product is CC1=NN=C2N1C1=C(C=C2)N(C(=C1)C)CCC1=CC=CC=C1 (1,7-dimethyl-6-(2-phenylethyl)-6H-pyrrolo[2,3-e][1,2,4]-triazolo[4,3-a]pyridine). Isolated yield 20.7%. As a reaction SMILES: [H-].[Na+].[CH3:3][C:4]1[N:8]2[C:9]3[CH:15]=[C:14]([CH3:16])[NH:13][C:10]=3[CH:11]=[CH:12][C:7]2=[N:6][N:5]=1.Br[CH2:18][CH2:19][C:20]1[CH:25]=[CH:24][CH:23]=[CH:22][CH:21]=1>CN(C=O)C.O.CO>[CH3:3][C:4]1[N:8]2[C:9]3[CH:15]=[C:14]([CH3:16])[N:13]([CH2:18][CH2:19][C:20]4[CH:25]=[CH:24][CH:23]=[CH:22][CH:21]=4)[C:10]=3[CH:11]=[CH:12][C:7]2=[N:6][N:5]=1 |f:0.1|. Procedure: Sodium hydride (6.4 mg, 0.16 mmol, 60% in mineral oil) was added to a solution of 1,7-dimethyl-6H-pyrrolo[2,3-e][1,2,4]triazolo[4,3-a]pyridine (15 mg, 0.080 mmol, Example 2, Step 5) in DMF (2.2 mL). After stirring for 10 minutes, 1-bromo-2-phenylethane (22 μL, 0.16 mmol, Aldrich) was added dropwise. After stirring for 1 hour, additional sodium hydride (3.2 mg, 0.080 mmol, 60% in mineral oil) and 1-bromo-2-phenylethane (11 μL, 0.080 mmol) were added. The crude reaction mixture was diluted with wa... Reactants: CC(C)(C)[Si](C)(C)N1CCc2cc(Br)cnc21, [Li]C(C)(C)C, CCCC[Sn](I)(CCCC)CCCC, C1CCOC1, CCCCC. Yields the product CCCC[Sn](CCCC)(CCCC)c1cnc2c(c1)CCN2[Si](C)(C)C(C)(C)C. RXN SMILES: [Br:1][c:2]1[cH:3][c:4]2[c:5]([n:6][cH:7]1)[N:8]([Si:11]([CH3:12])([CH3:13])[C:14]([CH3:15])([CH3:16])[CH3:17])[CH2:9][CH2:10]2.[C:18]([Li:19])([CH3:20])([CH3:21])[CH3:22].[CH2:28]([CH2:29][CH2:30][CH3:31])[Sn:32]([CH2:33][CH2:34][CH2:35][CH3:36])([CH2:37][CH2:38][CH2:39][CH3:40])[I:41].[CH2:42]1[O:43][CH2:44][CH2:45][CH2:46]1.[CH3:23][CH2:24][CH2:25][CH2:26][CH3:27]>>[c:2]1([Sn:32]([CH2:28][CH2:29][CH2:30][CH3:31])([CH2:33][CH2:34][CH2:35][CH3:36])[CH2:37][CH2:38][CH2:39][CH3:40])[cH:3][c:4]2[c:5]([n:6][cH:7]1)[N:8]([Si:11]([CH3:12])([CH3:13])[C:14]([CH3:15])([CH3:16])[CH3:17])[CH2:9][CH2:10]2. Reaction conditions: temperature 130 celsius. Yield: 48.5%. Procedure details: 3-Phenoxybenzyl chloride (4.37 g), potassium fluoride (5.8 g), tri-n-butylhexadecylphosphonium bromide (1.2 g) and water (10 ml) were stirred for a period of 8 hours in a pressure bottle heated at a temperature of 130° C. The oil was separated and the aqueous phase was diluted with water and extracted with ethylene dichloride. The oil and ethylene dichloride extract were combined and the phosphonium salt was removed by chromatography over silica gel (15 g). The eluate was concentrated and distil... Starting materials: O(C1=CC=CC=C1)C=1C=C(CCl)C=CC1 (3-Phenoxybenzyl chloride), [F-].[K+] (potassium fluoride). As a reaction SMILES: [O:1]([C:8]1[CH:9]=[C:10]([CH:13]=[CH:14][CH:15]=1)[CH2:11]Cl)[C:2]1[CH:7]=[CH:6][CH:5]=[CH:4][CH:3]=1.[F-:16].[K+]>[Br-].C([P+](CCCC)(CCCC)CCCCCCCCCCCCCCCC)CCC.O>[O:1]([C:8]1[CH:9]=[C:10]([CH:13]=[CH:14][CH:15]=1)[CH2:11][F:16])[C:2]1[CH:7]=[CH:6][CH:5]=[CH:4][CH:3]=1 |f:1.2,3.4|. Solvent: O (water). Reagents/catalysts: [Br-].C(CCC)[P+](CCCCCCCCCCCCCCCC)(CCCC)CCCC (tri-n-butylhexadecylphosphonium bromide). The product is O(C1=CC=CC=C1)C=1C=C(CF)C=CC1 (3-phenoxybenzyl fluoride). Reactants: CS(C)=O, Cl, [K+], CCCn1c(C(=O)OCC)cc2cc([N+](=O)[O-])ccc21, [OH-], O. The product is CCCn1c(C(=O)O)cc2cc([N+](=O)[O-])ccc21. RXN SMILES: [CH3:25][S:26](=[O:27])[CH3:28].[ClH:24].[K+:2].[N+:3](=[O:4])([O-:5])[c:6]1[cH:7][c:8]2[cH:9][c:10]([C:18](=[O:19])[O:20][CH2:21][CH3:22])[n:11]([CH2:15][CH2:16][CH3:17])[c:12]2[cH:13][cH:14]1.[OH-:1].[OH2:23]>>[N+:3](=[O:4])([O-:5])[c:6]1[cH:7][c:8]2[cH:9][c:10]([C:18](=[O:19])[OH:20])[n:11]([CH2:15][CH2:16][CH3:17])[c:12]2[cH:13][cH:14]1. Starting materials: [H-].[Na+] (sodium hydride), Heterocyclic, C(C1=CC=CC=C1)Br (benzyl bromide), C(C)OC(=O)C=1NC2=CC=CC=C2C1OC (3-methoxy-1H-indole-2-carboxylic acid ethyl ester). Solvent: CN(C=O)C (N,N-dimethylformamide), CN(C=O)C (N,N-dimethylformamide), CN(C=O)C (N,N-dimethylformamide). Conditions: time 30 minute. The product is crude residue, C(C)OC(=O)C=1N(C2=CC=CC=C2C1OC)CC1=CC=CC=C1 (3-methoxy-1(phenylmethyl)-1H-indole-2-carboxylic acid ethyl ester). RXN SMILES: [H-].[Na+].[CH2:3]([O:5][C:6]([C:8]1[NH:9][C:10]2[C:15]([C:16]=1[O:17][CH3:18])=[CH:14][CH:13]=[CH:12][CH:11]=2)=[O:7])[CH3:4].[CH2:19](Br)[C:20]1[CH:25]=[CH:24][CH:23]=[CH:22][CH:21]=1>CN(C)C=O>[CH2:3]([O:5][C:6]([C:8]1[N:9]([CH2:19][C:20]2[CH:25]=[CH:24][CH:23]=[CH:22][CH:21]=2)[C:10]2[C:15]([C:16]=1[O:17][CH3:18])=[CH:14][CH:13]=[CH:12][CH:11]=2)=[O:7])[CH3:4] |f:0.1|. Reported procedure: A mixture of 4.6 g (0.096 mole) of 50% sodium hydride/mineral oil in 100 ml of N,N-dimethylformamide under a nitrogen atmosphere was cooled in an ice bath. To the stirred mixture was added over 45 minutes, a solution of 19.5 g (0.089 mole) of 3-methoxy-1H-indole-2-carboxylic acid ethyl ester [A. Galun, A. Markus, and A. Kampf, J. Heterocyclic Chem., 16, 221 (1979)] in 50 ml of N,N-dimethylformamide. The mixture was stirred for an additional 30 minutes, and a solution of 11.6 ml (16.7 g; 0.098 mo...